This data is from the Open Reaction Database (ORD), a public repository of structured organic reaction records. The task is: describe an organic reaction: reactants, conditions, products, and yield The reactants are BrC1=CC=C2NCC3C[C@H]4N(C[C@H](C=C4C1=C32)NC(N(CC)CC)=O)C (3-(12-bromo-9,10-didehydro-2,3-dihydro-6-methyl-8α-ergolinyl)-1,1-diethylurea), ClOC(C)(C)C (tert-butyl hypochlorite). Solvent: C(C)N(CC)CC (triethylamine). Product: BrC1=CC=C2NC=C3C[C@H]4N(C[C@H](C=C4C1=C32)NC(N(CC)CC)=O)C (3-(12-Bromo-9,10-didehydro-6-methyl-8α-ergolinyl)-1,1-diethylurea). Reaction SMILES: [Br:1][C:2]1[C:16]2=[C:17]3[C:5]([NH:6][CH2:7][CH:8]3[CH2:9][C@@H:10]3[C:15]2=[CH:14][C@H:13]([NH:18][C:19](=[O:25])[N:20]([CH2:23][CH3:24])[CH2:21][CH3:22])[CH2:12][N:11]3[CH3:26])=[CH:4][CH:3]=1.ClOC(C)(C)C>C(N(CC)CC)C>[Br:1][C:2]1[C:16]2=[C:17]3[C:5]([NH:6][CH:7]=[C:8]3[CH2:9][C@@H:10]3[C:15]2=[CH:14][C@H:13]([NH:18][C:19](=[O:25])[N:20]([CH2:23][CH3:24])[CH2:21][CH3:22])[CH2:12][N:11]3[CH3:26])=[CH:4][CH:3]=1. Procedure: This compound is prepared analogously to Example 9 by reacting 3-(12-bromo-9,10-didehydro-2,3-dihydro-6-methyl-8α-ergolinyl)-1,1-diethylurea with tert-butyl hypochlorite in the presence of triethylamine. Reactants: N#CCBr, CC#N, O=c1ccc(-c2ccc(O)cc2)cn1Cc1ccc(Cl)cc1F, [K+], [K+], O=C([O-])[O-]. Yields the product N#CCOc1ccc(-c2ccc(=O)n(Cc3ccc(Cl)cc3F)c2)cc1. As a reaction SMILES: [Br:30][CH2:31][C:32]#[N:33].[CH3:34][C:35]#[N:36].[Cl:1][c:2]1[cH:3][c:4]([F:23])[c:5]([CH2:6][n:7]2[c:8](=[O:20])[cH:9][cH:10][c:11](-[c:13]3[cH:14][cH:15][c:16]([OH:19])[cH:17][cH:18]3)[cH:12]2)[cH:21][cH:22]1.[K+:24].[K+:25].[O-:26][C:27]([O-:28])=[O:29]>>[Cl:1][c:2]1[cH:3][c:4]([F:23])[c:5]([CH2:6][n:7]2[c:8](=[O:20])[cH:9][cH:10][c:11](-[c:13]3[cH:14][cH:15][c:16]([O:19][CH2:31][C:32]#[N:33])[cH:17][cH:18]3)[cH:12]2)[cH:21][cH:22]1. Reactants: BrC1=C(C=C(C=C1Cl)OC)Cl (2-bromo-1,3-dichloro-5-methoxybenzene), FC(C=1C=CC(=NC1)N1CCNCC1)(F)F (5-(trifluoromethyl)-2-pyridylpiperazine), tris(ydroxide eneacetone)dipalladium (0), ydroxi-2,2′bis(diphenylphosphino)-1,1′-binaphthyl, CC(C)([O-])C.[Na+] (sodium tert-butoxide), O (water). Run in C1(=CC=CC=C1)C (toluene). Reaction conditions: temperature 80 celsius. Yields the product ClC1=C(C(=CC(=C1)OC)Cl)N1CCN(CC1)C1=NC=C(C=C1)C(F)(F)F (1,3-dichloro-5-methoxy-2-{4-[5-(trifluoromethyl)(2-pyridyl)]piperazinyl}benzene). Reaction SMILES: Br[C:2]1[C:7]([Cl:8])=[CH:6][C:5]([O:9][CH3:10])=[CH:4][C:3]=1[Cl:11].[F:12][C:13]([F:27])([F:26])[C:14]1[CH:15]=[CH:16][C:17]([N:20]2[CH2:25][CH2:24][NH:23][CH2:22][CH2:21]2)=[N:18][CH:19]=1.CC(C)([O-])C.[Na+].O>C1(C)C=CC=CC=1>[Cl:11][C:3]1[CH:4]=[C:5]([O:9][CH3:10])[CH:6]=[C:7]([Cl:8])[C:2]=1[N:23]1[CH2:24][CH2:25][N:20]([C:17]2[CH:16]=[CH:15][C:14]([C:13]([F:27])([F:12])[F:26])=[CH:19][N:18]=2)[CH2:21][CH2:22]1 |f:2.3|. Reported procedure: A stirred mixture of 3.0 grams (0.012 mole) of 2-bromo-1,3-dichloro-5-methoxybenzene (Step A), 2.7 grams (0.012 mole) of [5-(trifluoromethyl)-2-pyridylpiperazine (Step B), 0.02 gram (0.00024 mole) of tris(ydroxide eneacetone)dipalladium (0), 0.45 gram (0.00072 mole) of ydroxi-2,2′bis(diphenylphosphino)-1,1′-binaphthyl and 2.1 grains (0.022 mole) of sodium tert-butoxide in 150 mL of toluene was warmed to 80° C. where it was maintained during a 24-hour period. After this time the reaction mixture ... The reactants are CC(C)([O-])C.[K+] (potassium t-butoxide), BrCCC (1-bromopropane), BrC1=CC=2CC3=CC(=CC=C3C2C=C1OC)Br (2,7-dibromo-3-methoxyfluorene), CC(C)([O-])C.[K+] (potassium t-butoxide), BrCCC (1-bromopropane), Cl (hydrochloric acid). Solvent: CO.O (methanol water), CS(=O)C (methyl sulfoxide). Conditions: time 1 hour. Product: BrC1=CC=2C(C3=CC(=CC=C3C2C=C1OC)Br)(CCC)CCC (2,7-dibromo-9,9-dipropyl-3-methoxyfluorene). Yield: 88.9%. RXN SMILES: [Br:1][C:2]1[C:14]([O:15][CH3:16])=[CH:13][C:12]2[C:11]3[C:6](=[CH:7][C:8]([Br:17])=[CH:9][CH:10]=3)[CH2:5][C:4]=2[CH:3]=1.C[C:19]([CH3:22])([O-])[CH3:20].[K+].Br[CH2:25][CH2:26][CH3:27].Cl>CO.O.CS(C)=O>[Br:1][C:2]1[C:14]([O:15][CH3:16])=[CH:13][C:12]2[C:11]3[C:6](=[CH:7][C:8]([Br:17])=[CH:9][CH:10]=3)[C:5]([CH2:25][CH2:26][CH3:27])([CH2:20][CH2:19][CH3:22])[C:4]=2[CH:3]=1 |f:1.2,5.6|. Reported procedure: To a stirred mixture of 2,7-dibromo-3-methoxyfluorene (87.7 g, 0.244 mol), potassium t-butoxide (28 g, 0.25 mol) and dry methyl sulfoxide (500 mL) was added 1-bromopropane (22.6 mL, 0.25 mol) at such a rate as to keep the reaction exotherm temperature below 45° C. A further quantity of potassium t-butoxide (39.0 g; 0.35 mol) and 1-bromopropane (31.6 mL; 0.35 mol) were added. The resulting mixture was stirred at room temperature for 1 hour and treated with 50% methanol/water (500 mL). The purple ... Reactants: C(OC(Cl)(Cl)Cl)(OC(Cl)(Cl)Cl)=O (bis(trichloromethyl) carbonate), C1(CC1)N1CCC(CC1)N (1-cyclopropyl-piperidin-4-ylamine), [C@H]1(CCC2=CC=CC=C12)NC1=NC2=CC=C(C=C2C=C1)N ((R)—N2-indan-1-yl-quinoline-2,6-diamine). The product is C1(CC1)N1CCC(CC1)NC(=O)NC=1C=C2C=CC(=NC2=CC1)N[C@@H]1CCC2=CC=CC=C12 (1-(1-Cyclopropyl-piperidin-4-yl)-3-[2-((R)-indan-1-ylamino)-quinolin-6-yl]-urea). RXN SMILES: [C:1](=[O:12])(OC(Cl)(Cl)Cl)OC(Cl)(Cl)Cl.[CH:13]1([N:16]2[CH2:21][CH2:20][CH:19]([NH2:22])[CH2:18][CH2:17]2)[CH2:15][CH2:14]1.[C@H:23]1([NH:32][C:33]2[CH:42]=[CH:41][C:40]3[C:35](=[CH:36][CH:37]=[C:38]([NH2:43])[CH:39]=3)[N:34]=2)[C:31]2[C:26](=[CH:27][CH:28]=[CH:29][CH:30]=2)[CH2:25][CH2:24]1>>[CH:13]1([N:16]2[CH2:21][CH2:20][CH:19]([NH:22][C:1]([NH:43][C:38]3[CH:39]=[C:40]4[C:35](=[CH:36][CH:37]=3)[N:34]=[C:33]([NH:32][C@H:23]3[C:31]5[C:26](=[CH:27][CH:28]=[CH:29][CH:30]=5)[CH2:25][CH2:24]3)[CH:42]=[CH:41]4)=[O:12])[CH2:18][CH2:17]2)[CH2:15][CH2:14]1. Procedure details: The title compound was prepared in accordance with the general method 4 described in example 16 from bis(trichloromethyl) carbonate, 1-cyclopropyl-piperidin-4-ylamine and (R)—N2-indan-1-yl-quinoline-2,6-diamine; MS: m/e=442.7 (M+H+). Starting materials: BrCC1=C(C(=O)OC)C(=CC=C1)[N+](=O)[O-] (methyl 2-bromomethyl-6-nitrobenzoate), C(O)([O-])=O.[Na+] (sodium hydrogen carbonate), BrCC1=C(C(=O)OC)C(=CC=C1)[N+](=O)[O-] (methyl 2-bromomethyl-6-nitrobenzoate), C(C)OC=1C=C(C=CC1OC)[C@@H](CS(=O)(=O)C)N ((1S)-1-(3-ethoxy-4-methoxyphenyl)-2-methanesulfonylethylamine), 1-L. Solvent: CN(C=O)C (dimethyl formamide). Reaction conditions: temperature 72.5 celsius, time 2 hour. Product: [N+](=O)([O-])C=1C=CC=C2CN(C(C12)=O)[C@H](CS(=O)(=O)C)C1=CC(=C(C=C1)OC)OCC ((1S)-7-nitro-2-[1-(3-ethoxy-4-methoxyphenyl)-2-(methylsulfonyl)ethyl]isoindolin-1-one). As a reaction SMILES: Br[CH2:2][C:3]1[CH:12]=[CH:11][CH:10]=[C:9]([N+:13]([O-:15])=[O:14])[C:4]=1[C:5]([O:7]C)=O.[CH2:16]([O:18][C:19]1[CH:20]=[C:21]([C@H:27]([NH2:33])[CH2:28][S:29]([CH3:32])(=[O:31])=[O:30])[CH:22]=[CH:23][C:24]=1[O:25][CH3:26])[CH3:17].C(=O)([O-])O.[Na+]>CN(C)C=O>[N+:13]([C:9]1[CH:10]=[CH:11][CH:12]=[C:3]2[C:4]=1[C:5](=[O:7])[N:33]([C@@H:27]([C:21]1[CH:22]=[CH:23][C:24]([O:25][CH3:26])=[C:19]([O:18][CH2:16][CH3:17])[CH:20]=1)[CH2:28][S:29]([CH3:32])(=[O:31])=[O:30])[CH2:2]2)([O-:15])=[O:14] |f:2.3|. Reported procedure: (1S)-7-nitro-2-[1-(3-ethoxy-4-methoxyphenyl)-2-(methylsulfonyl)ethyl]isoindolin-1-one was prepared by the following procedure. A mixture of methyl 2-bromomethyl-6-nitrobenzoate (100.0 g, 365 mmol, prepared previously in Example 6.5.2.), (1S)-1-(3-ethoxy-4-methoxyphenyl)-2-methanesulfonylethylamine (104.7 g, 383 mmol, prepared previously in Example 6.5.3.), sodium hydrogen carbonate (67.5 g, 8.03 moles, from Aldrich Chemicals) and dimethyl formamide (500 mL) was charged into a 1-L 3-necked flask ... Starting materials: [Br-], COS(=O)(=O)OC, CCCC[N+](CCCC)(CCCC)CCCC, ClCCl, Cc1cc(CN(Cc2cc(C(F)(F)F)cc(C(F)(F)F)c2)c2nn[nH]n2)c(N(CC2CC2)CC2CC2)nc1C, [Na+], [OH-], O. The product is Cc1cc(CN(Cc2cc(C(F)(F)F)cc(C(F)(F)F)c2)c2nnn(C)n2)c(N(CC2CC2)CC2CC2)nc1C. As a reaction SMILES: [Br-:53].[CH3:45][O:46][S:47]([O:48][CH3:49])(=[O:50])=[O:51].[CH3:54][CH2:55][CH2:56][CH2:57][N+:58]([CH2:59][CH2:60][CH2:61][CH3:62])([CH2:63][CH2:64][CH2:65][CH3:66])[CH2:67][CH2:68][CH2:69][CH3:70].[Cl:42][CH2:43][Cl:44].[F:1][C:2]([c:3]1[cH:4][c:5]([CH2:6][N:7]([c:8]2[n:9][n:10][nH:11][n:12]2)[CH2:13][c:14]2[c:15]([N:22]([CH2:23][CH:24]3[CH2:25][CH2:26]3)[CH2:27][CH:28]3[CH2:29][CH2:30]3)[n:16][c:17]([CH3:21])[c:18]([CH3:20])[cH:19]2)[cH:31][c:32]([C:34]([F:35])([F:36])[F:37])[cH:33]1)([F:38])[F:39].[Na+:41].[OH-:40].[OH2:52]>>[F:1][C:2]([c:3]1[cH:4][c:5]([CH2:6][N:7]([c:8]2[n:9][n:10][n:11]([CH3:43])[n:12]2)[CH2:13][c:14]2[c:15]([N:22]([CH2:23][CH:24]3[CH2:25][CH2:26]3)[CH2:27][CH:28]3[CH2:29][CH2:30]3)[n:16][c:17]([CH3:21])[c:18]([CH3:20])[cH:19]2)[cH:31][c:32]([C:34]([F:35])([F:36])[F:37])[cH:33]1)([F:38])[F:39]. The reactants are COc1ccc(N2CCN(NC(=S)NCC(OC)OC)CC2)cc1, CCOC(C)=O, CC(=O)O, CCI, CC(C)OC(C)C. Product: CCSC(=NN1CCN(c2ccc(OC)cc2)CC1)NCC(OC)OC, I. RXN SMILES: [CH3:1][O:2][CH:3]([CH2:4][NH:5][C:6](=[S:7])[NH:8][N:9]1[CH2:10][CH2:11][N:12]([c:15]2[cH:16][cH:17][c:18]([O:21][CH3:22])[cH:19][cH:20]2)[CH2:13][CH2:14]1)[O:23][CH3:24].[CH3:28][CH2:29][O:30][C:31](=[O:32])[CH3:33].[CH3:41][C:42](=[O:43])[OH:44].[I:25][CH2:26][CH3:27].[O:34]([CH:35]([CH3:36])[CH3:37])[CH:38]([CH3:39])[CH3:40]>>[CH3:1][O:2][CH:3]([CH2:4][NH:5][C:6]([S:7][CH2:26][CH3:27])=[N:8][N:9]1[CH2:10][CH2:11][N:12]([c:15]2[cH:16][cH:17][c:18]([O:21][CH3:22])[cH:19][cH:20]2)[CH2:13][CH2:14]1)[O:23][CH3:24].[IH:25]. The reactants are [BH-](OC(=O)C)(OC(=O)C)OC(=O)C.[Na+] (NaBH(OAc)3), C(=O)C1=C(C=CC(=C1)OC)C=1C=CC(=NC1)C(=O)NCCC(=O)OCC (ethyl 3-(5-(2-formyl-4-methoxyphenyl)picolinamido)propanoate), ClC1=C(C=CC(=C1)Cl)C1=CC=C(C=C1)N (2′,4′-dichloro-[1,1′-biphenyl]-4-amine), CC(=O)O (AcOH). The solvent is CCOC(=O)C (EtOAc), ClCCCl (DCE). Product: ClC1=C(C=CC(=C1)Cl)C1=CC=C(C=C1)NCC1=C(C=CC(=C1)OC)C=1C=CC(=NC1)C(=O)NCCC(=O)OCC (ethyl 3-(5-(2-(((2′,4′-dichloro-[1,1′-biphenyl]-4-yl)amino)methyl)-4-methoxyphenyl)picolinamido)propanoate). As a reaction SMILES: [BH-](OC(C)=O)(OC(C)=O)OC(C)=O.[Na+].[CH:15]([C:17]1[CH:22]=[C:21]([O:23][CH3:24])[CH:20]=[CH:19][C:18]=1[C:25]1[CH:26]=[CH:27][C:28]([C:31]([NH:33][CH2:34][CH2:35][C:36]([O:38][CH2:39][CH3:40])=[O:37])=[O:32])=[N:29][CH:30]=1)=O.[Cl:41][C:42]1[CH:47]=[C:46]([Cl:48])[CH:45]=[CH:44][C:43]=1[C:49]1[CH:54]=[CH:53][C:52]([NH2:55])=[CH:51][CH:50]=1.CC(O)=O>CCOC(C)=O.ClCCCl>[Cl:41][C:42]1[CH:47]=[C:46]([Cl:48])[CH:45]=[CH:44][C:43]=1[C:49]1[CH:54]=[CH:53][C:52]([NH:55][CH2:15][C:17]2[CH:22]=[C:21]([O:23][CH3:24])[CH:20]=[CH:19][C:18]=2[C:25]2[CH:26]=[CH:27][C:28]([C:31]([NH:33][CH2:34][CH2:35][C:36]([O:38][CH2:39][CH3:40])=[O:37])=[O:32])=[N:29][CH:30]=2)=[CH:51][CH:50]=1 |f:0.1|. Reported procedure: Solid NaBH(OAc)3 (89 mg, 0.42 mmol) was added to a DCE solution (1 mL) of ethyl 3-(5-(2-formyl-4-methoxyphenyl)picolinamido)propanoate (100 mg, 0.28 mmol), 2′,4′-dichloro-[1,1′-biphenyl]-4-amine (100 mg, 0.42 mmol), and AcOH (0.02 mL, 0.28 mmol) and the resulting mixture was stirred at room temperature. After 16 h the resulting mixture diluted with EtOAc washed with water and brine, dried (Na2SO4), concentrated and purified via column chromatography to yield the title compound.